This data is from the Open Reaction Database (ORD), a public repository of structured organic reaction records. The task is: describe an organic reaction: reactants, conditions, products, and yield Starting materials: COC1=C(C=CC=C1CBr)OC1=CC(=CC=C1)Cl (3-chlorophenyl 2-methoxy-3-bromomethylphenyl ether), [C-]#N.[Na+] (sodium cyanide). Run in CS(=O)C (dimethyl sulfoxide). Yields the product COC1=C(C=CC=C1OC1=CC(=CC=C1)Cl)CC#N (2-[2-methoxy-3-(3-chlorophenoxy)phenyl]acetonitrile). Isolated yield 98.1%. RXN SMILES: [CH3:1][O:2][C:3]1[C:8]([CH2:9]Br)=[CH:7][CH:6]=[CH:5][C:4]=1[O:11][C:12]1[CH:17]=[CH:16][CH:15]=[C:14]([Cl:18])[CH:13]=1.[C-:19]#[N:20].[Na+]>CS(C)=O>[CH3:1][O:2][C:3]1[C:4]([O:11][C:12]2[CH:17]=[CH:16][CH:15]=[C:14]([Cl:18])[CH:13]=2)=[CH:5][CH:6]=[CH:7][C:8]=1[CH2:9][C:19]#[N:20] |f:1.2|. Procedure: A solution of 3-chlorophenyl 2-methoxy-3-bromomethylphenyl ether (20 g) in dimethyl sulfoxide (50 ml) and powdered sodium cyanide (3 g) were treated in a similar manner to that of Example 5-(4) to give oily 2-[2-methoxy-3-(3-chlorophenoxy)phenyl]acetonitrile (16.4 g). Run in C(C)(=O)OCC (ethyl acetate). Reported procedure: To a suspension of the compound of Example 17 (768 mg, 2.01 mmol) in ethyl acetate (30 ml) was added ethyl 4-isocyanatobenzoate (769 mg, 4.02 mmol), and the mixture was refluxed for 48 hours. After cooling with ice, the precipitated crystals were collected by filtration, washed with ethyl acetate, and then dried under reduced pressure, thereby obtaining 1.13 g of title compound as colorless powder. Yield 98%. Reaction SMILES: [OH:1][CH2:2][C:3]1[N:4]=[CH:5][N:6]([C:8]2[CH:9]=[C:10]3[C:15](=[CH:16][C:17]=2[C:18]([F:21])([F:20])[F:19])[NH:14][C:13](=[O:22])[C:12]([C:23]([O:25][CH2:26][CH3:27])=[O:24])=[CH:11]3)[CH:7]=1.[N:28]([C:31]1[CH:41]=[CH:40][C:34]([C:35]([O:37][CH2:38][CH3:39])=[O:36])=[CH:33][CH:32]=1)=[C:29]=[O:30]>C(OCC)(=O)C>[CH2:38]([O:37][C:35]([C:34]1[CH:40]=[CH:41][C:31]([NH:28][C:29]([O:1][CH2:2][C:3]2[N:4]=[CH:5][N:6]([C:8]3[CH:9]=[C:10]4[C:15](=[CH:16][C:17]=3[C:18]([F:20])([F:21])[F:19])[NH:14][C:13](=[O:22])[C:12]([C:23]([O:25][CH2:26][CH3:27])=[O:24])=[CH:11]4)[CH:7]=2)=[O:30])=[CH:32][CH:33]=1)=[O:36])[CH3:39]. The product is C(C)OC(=O)C1=CC=C(C=C1)NC(=O)OCC=1N=CN(C1)C=1C=C2C=C(C(NC2=CC1C(F)(F)F)=O)C(=O)OCC (Ethyl 1,2-dihydro-6-(4-(((4-ethoxycarbonylphenyl)carbamoyloxy)methyl)imidazole-1-yl)-2-oxo-7-trifluoromethylquinoline-3-carboxylate). Reactants: OCC=1N=CN(C1)C=1C=C2C=C(C(NC2=CC1C(F)(F)F)=O)C(=O)OCC (Ethyl 1,2-dihydro-6-(4-(hydroxymethyl)imidazole-1-yl)-2-oxo-7-trifluoromethylquinoline-3-carboxylate), N(=C=O)C1=CC=C(C(=O)OCC)C=C1 (ethyl 4-isocyanatobenzoate). Yield: 98.2%. Reactants: CO (methanol), FC1=CC=C(C=C1)NC(=O)C=1C=NC(=NC1)OCC(=O)O ([5-(4-fluorophenylcarbamoyl)pyrimidin-2-yloxy]acetic acid), C1(CCC1)CO (cyclobutanemethanol). The solvent is ClCCl (dichloromethane). Yields the product C1(CCC1)COC(COC1=NC=C(C=N1)C(NC1=CC=C(C=C1)F)=O)=O ([5-(4-Fluorophenylcarbamoyl)pyrimidin-2-yloxy]acetic acid cyclobutylmethyl ester). Isolated yield 92.0%. Reaction SMILES: [F:1][C:2]1[CH:7]=[CH:6][C:5]([NH:8][C:9]([C:11]2[CH:12]=[N:13][C:14]([O:17][CH2:18][C:19]([OH:21])=[O:20])=[N:15][CH:16]=2)=[O:10])=[CH:4][CH:3]=1.[CH:22]1([CH2:26]O)[CH2:25][CH2:24][CH2:23]1.CO>ClCCl>[CH:22]1([CH2:26][O:20][C:19](=[O:21])[CH2:18][O:17][C:14]2[N:13]=[CH:12][C:11]([C:9](=[O:10])[NH:8][C:5]3[CH:4]=[CH:3][C:2]([F:1])=[CH:7][CH:6]=3)=[CH:16][N:15]=2)[CH2:25][CH2:24][CH2:23]1. Procedure: The titled compound was prepared from [5-(4-fluorophenylcarbamoyl)pyrimidin-2-yloxy]acetic acid using cyclobutanemethanol (32 μL, 0.34 mmol) as the coupling partner. Chromatography (1:1 methanol:dichloromethane) through SiO2 yielded 56 mg (92%) of the titled compound. ESI-MS m/z 360 (MH+), 358 (M−H−). Reactants: BrC1=C(C=C(C=C1C)O)C (4-bromo-3,5-dimethylphenol), [Si](C)(C)(C(C)(C)C)OCCCBr (3-((tert-butyldimethylsilyl)oxy)propyl bromide). The product is BrC1=C(C=C(C=C1C)OCCCO[Si](C)(C)C(C)(C)C)C (1-bromo-4-(3-((Tert-butyldimethylsilyl)Oxy)Propoxy)-2,6-dimethylbenzene). Isolated yield 102.3%. RXN SMILES: [Br:1][C:2]1[C:7]([CH3:8])=[CH:6][C:5]([OH:9])=[CH:4][C:3]=1[CH3:10].[Si:11]([O:18][CH2:19][CH2:20][CH2:21]Br)([C:14]([CH3:17])([CH3:16])[CH3:15])([CH3:13])[CH3:12]>>[Br:1][C:2]1[C:7]([CH3:8])=[CH:6][C:5]([O:9][CH2:21][CH2:20][CH2:19][O:18][Si:11]([C:14]([CH3:15])([CH3:17])[CH3:16])([CH3:12])[CH3:13])=[CH:4][C:3]=1[CH3:10]. Reported procedure: According to the method of (Example 17) <Step 1>, from 4-bromo-3,5-dimethylphenol (4.00 g) and 3-((tert-butyldimethylsilyl)oxy)propyl bromide (5.55 g), the subject compound (7.60 g) was obtained as a colorless oil.